This data is from the Open Reaction Database (ORD), a public repository of structured organic reaction records. The task is: describe an organic reaction: reactants, conditions, products, and yield Reactants: O=C([O-])O, ClCCCl, CN1CCNCC1, CN(C)C=O, O=C(O)CC1CSC(c2cc3cc(F)cc(NC4CCCC4)c3[nH]2)=N1, [Na+], On1nnc2ccccc21. Yields the product CN1CCN(C(=O)CC2CSC(c3cc4cc(F)cc(NC5CCCC5)c4[nH]3)=N2)CC1. As a reaction SMILES: [C:47](=[O:48])([OH:49])[O-:50].[CH2:33]([Cl:34])[CH2:35][Cl:36].[CH3:26][N:27]1[CH2:28][CH2:29][NH:30][CH2:31][CH2:32]1.[CH3:52][N:53]([CH3:54])[CH:55]=[O:56].[CH:1]1([NH:6][c:7]2[cH:8][c:9]([F:25])[cH:10][c:11]3[cH:12][c:13]([C:16]4=[N:20][CH:19]([CH2:21][C:22](=[O:23])[OH:24])[CH2:18][S:17]4)[nH:14][c:15]23)[CH2:2][CH2:3][CH2:4][CH2:5]1.[Na+:51].[OH:37][n:38]1[c:39]2[c:40]([cH:41][cH:42][cH:43][cH:44]2)[n:45][n:46]1>>[CH:1]1([NH:6][c:7]2[cH:8][c:9]([F:25])[cH:10][c:11]3[cH:12][c:13]([C:16]4=[N:20][CH:19]([CH2:21][C:22](=[O:23])[N:30]5[CH2:29][CH2:28][N:27]([CH3:26])[CH2:32][CH2:31]5)[CH2:18][S:17]4)[nH:14][c:15]23)[CH2:2][CH2:3][CH2:4][CH2:5]1. Yields the product N1=C(C=CC=C1)N1CCN(CC1)CCCCNC(=O)C1=C(OC2=CC=CC=C2C1=O)C1=CC=CC=C1 (3-{4-[4-(2-pyridyl)-piperazin-1-yl]-butylaminocarbonyl}flavone). The yield is 64.8%. Run in ClCCl (dichloromethane). Reactants: CN(C)C1=NC=CC=C1 (dimethylaminopyridine), N1=C(C=CC=C1)N1CCN(CC1)CCCCN (4-[4-(2-pyridyl)-piperazin-1-yl]butylamine), O1C(=C(C(=O)C2=CC=CC=C12)C(=O)O)C1=CC=CC=C1 (flavone-3-carboxylic acid), anhydride, Example 1 ( a ), CS(=O)(=O)Cl (methanesulfonyl chloride). Reaction SMILES: [N:1]1[CH:6]=[CH:5][CH:4]=[CH:3][C:2]=1[N:7]1[CH2:12][CH2:11][N:10]([CH2:13][CH2:14][CH2:15][CH2:16][NH2:17])[CH2:9][CH2:8]1.[O:18]1[C:28]2[C:23](=[CH:24][CH:25]=[CH:26][CH:27]=2)[C:21](=[O:22])[C:20]([C:29](O)=[O:30])=[C:19]1[C:32]1[CH:37]=[CH:36][CH:35]=[CH:34][CH:33]=1.CN(C1C=CC=CN=1)C.CS(Cl)(=O)=O>ClCCl>[N:1]1[CH:6]=[CH:5][CH:4]=[CH:3][C:2]=1[N:7]1[CH2:8][CH2:9][N:10]([CH2:13][CH2:14][CH2:15][CH2:16][NH:17][C:29]([C:20]2[C:21](=[O:22])[C:23]3[C:28](=[CH:27][CH:26]=[CH:25][CH:24]=3)[O:18][C:19]=2[C:32]2[CH:37]=[CH:36][CH:35]=[CH:34][CH:33]=2)=[O:30])[CH2:11][CH2:12]1. Procedure details: 3.6 g of the 4-[4-(2-pyridyl)-piperazin-1-yl]butylamine obtained above were added to a reaction mixture cooled to -2020 C. which contained, in 100 ml of absolute dichloromethane, a mixed anhydride produced in a manner analogous to Example 1 (a) from 4.0 g flavone-3-carboxylic acid, 3.367 g dimethylaminopyridine and 1.28 ml methanesulfonyl chloride. The reaction mixture was allowed to warm up to room temperature and stirred at room temperature for two hours. Subsequently the reaction mixture was ... Run at time 2 hour. Reactants: CC(c1cccc2ccccc12)N(CC1CCN(c2cccc(C(=O)O)c2)CC1c1ccccc1)C(=O)OC(C)(C)C, Cl, Cl, C1COCCO1. Yields the product Cl, CC(NCC1CCN(c2cccc(C(=O)O)c2)CC1c1ccccc1)c1cccc2ccccc12. Reaction SMILES: [C:1]([O:2][C:3](=[O:4])[N:8]([CH:9]([CH3:10])[c:11]1[cH:12][cH:13][cH:14][c:15]2[cH:16][cH:17][cH:18][cH:19][c:20]12)[CH2:21][CH:22]1[CH:23]([c:37]2[cH:38][cH:39][cH:40][cH:41][cH:42]2)[CH2:24][N:25]([c:28]2[cH:29][c:30]([C:31](=[O:32])[OH:33])[cH:34][cH:35][cH:36]2)[CH2:26][CH2:27]1)([CH3:5])([CH3:6])[CH3:7].[ClH:49].[ClH:50].[O:43]1[CH2:44][CH2:45][O:46][CH2:47][CH2:48]1>>[ClH:49].[NH:8]([CH:9]([CH3:10])[c:11]1[cH:12][cH:13][cH:14][c:15]2[cH:16][cH:17][cH:18][cH:19][c:20]12)[CH2:21][CH:22]1[CH:23]([c:37]2[cH:38][cH:39][cH:40][cH:41][cH:42]2)[CH2:24][N:25]([c:28]2[cH:29][c:30]([C:31](=[O:32])[OH:33])[cH:34][cH:35][cH:36]2)[CH2:26][CH2:27]1. The reactants are CC(C)(C)ON=O, Nc1c(SC(F)(F)F)nc(Cl)n1-c1c(Cl)cc(C(F)(F)F)cc1Cl, C1CCOC1. The product is FC(F)(F)Sc1cn(-c2c(Cl)cc(C(F)(F)F)cc2Cl)c(Cl)n1. Reaction SMILES: [C:25]([O:26][N:27]=[O:28])([CH3:29])([CH3:30])[CH3:31].[Cl:1][c:2]1[c:3](-[n:13]2[c:14]([Cl:24])[n:15][c:16]([S:19][C:20]([F:21])([F:22])[F:23])[c:17]2[NH2:18])[c:4]([Cl:12])[cH:5][c:6]([C:8]([F:9])([F:10])[F:11])[cH:7]1.[O:32]1[CH2:33][CH2:34][CH2:35][CH2:36]1>>[Cl:1][c:2]1[c:3](-[n:13]2[c:14]([Cl:24])[n:15][c:16]([S:19][C:20]([F:21])([F:22])[F:23])[cH:17]2)[c:4]([Cl:12])[cH:5][c:6]([C:8]([F:9])([F:10])[F:11])[cH:7]1. The reactants are O=C([O-])[O-], C1CCOC1, O=Cc1ccc(B(O)O)cc1, ClCCl, [Cs+], [Cs+], N#Cc1cnc(OS(=O)(=O)C(F)(F)F)c(-c2ccccc2)c1, O. The product is N#Cc1cnc(-c2ccc(C=O)cc2)c(-c2ccccc2)c1. Reaction SMILES: [C:34](=[O:35])([O-:36])[O-:37].[CH2:41]1[O:42][CH2:43][CH2:44][CH2:45]1.[CH:23](=[O:24])[c:25]1[cH:26][cH:27][c:28]([B:31]([OH:32])[OH:33])[cH:29][cH:30]1.[Cl:46][CH2:47][Cl:48].[Cs+:38].[Cs+:39].[F:1][C:2]([F:3])([F:4])[S:5]([O:6][c:7]1[n:8][cH:9][c:10]([C:19]#[N:20])[cH:11][c:12]1-[c:13]1[cH:14][cH:15][cH:16][cH:17][cH:18]1)(=[O:21])=[O:22].[OH2:40]>>[c:7]1(-[c:28]2[cH:27][cH:26][c:25]([CH:23]=[O:24])[cH:30][cH:29]2)[n:8][cH:9][c:10]([C:19]#[N:20])[cH:11][c:12]1-[c:13]1[cH:14][cH:15][cH:16][cH:17][cH:18]1. Reactants: Cn1c(C(C)(C)C)cc(=NC(=O)c2cc(C(F)(F)F)ccc2OCC2CC(O)C2)n1CC1CCCO1, C[N+]1([O-])CCOCC1, CCC[N+](CCC)(CCC)CCC, ClCCl, O=[Ru](=O)(=O)[O-]. The product is Cn1c(C(C)(C)C)cc(=NC(=O)c2cc(C(F)(F)F)ccc2OCC2CC(=O)C2)n1CC1CCCO1. Reaction SMILES: [C:1]([CH3:2])([CH3:3])([CH3:4])[c:5]1[cH:6][c:7](=[N:17][C:18]([c:19]2[c:20]([O:29][CH2:30][CH:31]3[CH2:32][CH:33]([OH:35])[CH2:34]3)[cH:21][cH:22][c:23]([C:25]([F:26])([F:27])[F:28])[cH:24]2)=[O:36])[n:8]([CH2:11][CH:12]2[O:13][CH2:14][CH2:15][CH2:16]2)[n:9]1[CH3:10].[CH3:37][N+:38]1([O-:44])[CH2:39][CH2:40][O:41][CH2:42][CH2:43]1.[CH3:53][CH2:54][CH2:55][N+:56]([CH2:57][CH2:58][CH3:59])([CH2:60][CH2:61][CH3:62])[CH2:63][CH2:64][CH3:65].[Cl:45][CH2:46][Cl:47].[O-:48][Ru:49](=[O:50])(=[O:51])=[O:52]>>[C:1]([CH3:2])([CH3:3])([CH3:4])[c:5]1[cH:6][c:7](=[N:17][C:18]([c:19]2[c:20]([O:29][CH2:30][CH:31]3[CH2:32][C:33](=[O:35])[CH2:34]3)[cH:21][cH:22][c:23]([C:25]([F:26])([F:27])[F:28])[cH:24]2)=[O:36])[n:8]([CH2:11][CH:12]2[O:13][CH2:14][CH2:15][CH2:16]2)[n:9]1[CH3:10]. Yields the product CC(C)(C)Oc1ccc(C(=O)NC2CCC(CCN3CCN(c4nccc5c4CCO5)CC3)CC2)cc1. RXN SMILES: [C:28]([CH3:29])([CH3:30])([CH3:31])[O:32][c:33]1[cH:34][cH:35][c:36]([C:37](=[O:38])[OH:39])[cH:40][cH:41]1.[ClH:1].[ClH:2].[ClH:3].[O:4]1[CH2:5][CH2:6][c:7]2[c:8]([N:13]3[CH2:14][CH2:15][N:16]([CH2:19][CH2:20][CH:21]4[CH2:22][CH2:23][CH:24]([NH2:27])[CH2:25][CH2:26]4)[CH2:17][CH2:18]3)[n:9][cH:10][cH:11][c:12]21>>[O:4]1[CH2:5][CH2:6][c:7]2[c:8]([N:13]3[CH2:14][CH2:15][N:16]([CH2:19][CH2:20][CH:21]4[CH2:22][CH2:23][CH:24]([NH:27][C:37]([c:36]5[cH:35][cH:34][c:33]([O:32][C:28]([CH3:29])([CH3:30])[CH3:31])[cH:41][cH:40]5)=[O:38])[CH2:25][CH2:26]4)[CH2:17][CH2:18]3)[n:9][cH:10][cH:11][c:12]21. Starting materials: CC(C)(C)Oc1ccc(C(=O)O)cc1, Cl, Cl, Cl, NC1CCC(CCN2CCN(c3nccc4c3CCO4)CC2)CC1. Reactants: [Li]CCCC (n-BuLi), solution, B(OC)(OC)OC ((MeO)3B), BrC1=C(C=CC=C1Cl)Cl (1-Bromo-2,6-dichlorobenzene), O (Water). Run in CCCCCC (hexane), CC(=O)O (HOAc), C1CCOC1 (THF). Conditions: temperature -78 celsius, time 5 minute. Yields the product ClC1=C(C(=CC=C1)Cl)B(O)O (2,6-dichlorobenzeneboronic acid). RXN SMILES: Br[C:2]1[C:7]([Cl:8])=[CH:6][CH:5]=[CH:4][C:3]=1[Cl:9].[Li]CCCC.[B:15](OC)([O:18]C)[O:16]C.O>C1COCC1.CCCCCC.CC(O)=O>[Cl:9][C:3]1[CH:4]=[CH:5][CH:6]=[C:7]([Cl:8])[C:2]=1[B:15]([OH:18])[OH:16]. Procedure details: 1-Bromo-2,6-dichlorobenzene (2.00 g) was dissolved in freshly distilled THF (7 mL). This solution was cooled to −78° C. and n-BuLi (8.3 mL of a 1.6M solution in hexane) was added dropwise to the cold solution under N2. The mixture was stirred for 5 min at −78° C. and (MeO)3B (2.2 mL) was added. The resulting mixture was allowed to warm to room temperature and stirred overnight. Water was added and the resulting mixture was stirred for 0.5 h, then acidified with HOAc and extracted with EtOAc. The... Reactants: NCC(=O)N(C1=C(C=CC=C1)OC)CC(=O)OC(C)(C)C (tert-butyl 2-[2-amino-N-(2-methoxyphenyl)acetamido]acetate), CC=1C=C(C=CC1)N=C=O (3-methylphenyl isocyanate). Product: COC1=C(C=CC=C1)N(C(CNC(=O)NC1=CC(=CC=C1)C)=O)CC(=O)OC(C)(C)C (tert-butyl 2-{N-(2-methoxyphenyl)-2-[3-(3-methylphenyl)ureido]acetamido}acetate). The yield is 49.2%. Reaction SMILES: [NH2:1][CH2:2][C:3]([N:5]([CH2:14][C:15]([O:17][C:18]([CH3:21])([CH3:20])[CH3:19])=[O:16])[C:6]1[CH:11]=[CH:10][CH:9]=[CH:8][C:7]=1[O:12][CH3:13])=[O:4].[CH3:22][C:23]1[CH:24]=[C:25]([N:29]=[C:30]=[O:31])[CH:26]=[CH:27][CH:28]=1>>[CH3:13][O:12][C:7]1[CH:8]=[CH:9][CH:10]=[CH:11][C:6]=1[N:5]([CH2:14][C:15]([O:17][C:18]([CH3:21])([CH3:20])[CH3:19])=[O:16])[C:3](=[O:4])[CH2:2][NH:1][C:30]([NH:29][C:25]1[CH:26]=[CH:27][CH:28]=[C:23]([CH3:22])[CH:24]=1)=[O:31]. Reported procedure: Using a procedure similar to that described in Example 11, but starting with tert-butyl 2-[2-amino-N-(2-methoxyphenyl)acetamido]acetate (4.2 g) and 3-methylphenyl isocyanate (1.9 g), and after recrystallisation in ethyl acetate, tert-butyl 2-{N-(2-methoxyphenyl)-2-[3-(3-methylphenyl)ureido]acetamido}acetate (3 g), m.p. 171° C., is obtained.